This data is from the Open Reaction Database (ORD), a public repository of structured organic reaction records. The task is: describe an organic reaction: reactants, conditions, products, and yield Reactants: C(=O)(OC(C)(C)C)C=1C(=C(C=CC1)C(C(=O)O)=O)NC (2-(3-BOC-methylaminophenyl)-glyoxylic acid), Cl.NO (hydroxylamine hydrochloride). The product is C(=O)(OC(C)(C)C)C=1C(=C(C=CC1)C(C(=O)O)=NO)NC (2-(3-BOC-methylaminophenyl)-2-hydroxyiminoacetic acid). Reaction SMILES: [C:1]([C:8]1[C:9]([NH:19][CH3:20])=[C:10]([C:14](=O)[C:15]([OH:17])=[O:16])[CH:11]=[CH:12][CH:13]=1)([O:3][C:4]([CH3:7])([CH3:6])[CH3:5])=[O:2].Cl.[NH2:22][OH:23]>>[C:1]([C:8]1[C:9]([NH:19][CH3:20])=[C:10]([C:14](=[N:22][OH:23])[C:15]([OH:17])=[O:16])[CH:11]=[CH:12][CH:13]=1)([O:3][C:4]([CH3:7])([CH3:6])[CH3:5])=[O:2] |f:1.2|. Procedure: 32.2 g of 2-(3-BOC-methylaminophenyl)-glyoxylic acid are reacted with 13.8 g of hydroxylamine hydrochloride in the manner described in Example 4. Crystallisation from CH2Cl2 /CH3OH/ether/hexane yields 2-(3-BOC-methylaminophenyl)-2-hydroxyiminoacetic acid. M.p. 135° (decomposition). IR: 3620, 3600-2300 (wide), 1688, 1600, 1590 (shoulder) cm-1 (CH2Cl2). The reactants are [OH-].[K+] (potassium hydroxide), BrC1=CC=C(C=C1)C1=NOC(=N1)C (3-(4-bromo-phenyl)-5-methyl-[1,2,4]oxadiazole), C(=O)(OC(C)(C)C)N1CCNCC1 (N-BOC-piperazine). The reagents and catalysts are [Br-].C(CCCCCCCCCCCCCCC)[N+](C)(C)C (cetyltrimethylammonium bromide), CC(C)([P](C(C)(C)C)([Pd][P](C(C)(C)C)(C(C)(C)C)C(C)(C)C)C(C)(C)C)C (bis(tri-t-butylphosphine)palladium). Solvent: C1(=CC=CC=C1)C (toluene), O (water). Run at temperature 90 celsius. Product: C(C)(C)(C)OC(=O)N1CCN(CC1)C1=CC=C(C=C1)C1=NOC(=N1)C (4-[4-(5-Methyl-[1,2,4]oxadiazol-3-yl)-phenyl]-piperazine-1-carboxylic acid tert-butyl ester). Reaction SMILES: [OH-].[K+].Br[C:4]1[CH:9]=[CH:8][C:7]([C:10]2[N:14]=[C:13]([CH3:15])[O:12][N:11]=2)=[CH:6][CH:5]=1.[C:16]([N:23]1[CH2:28][CH2:27][NH:26][CH2:25][CH2:24]1)([O:18][C:19]([CH3:22])([CH3:21])[CH3:20])=[O:17]>[Br-].C([N+](C)(C)C)CCCCCCCCCCCCCCC.C1(C)C=CC=CC=1.O.CC(C)([P](C(C)(C)C)([Pd][P](C(C)(C)C)(C(C)(C)C)C(C)(C)C)C(C)(C)C)C>[C:19]([O:18][C:16]([N:23]1[CH2:28][CH2:27][N:26]([C:4]2[CH:9]=[CH:8][C:7]([C:10]3[N:14]=[C:13]([CH3:15])[O:12][N:11]=3)=[CH:6][CH:5]=2)[CH2:25][CH2:24]1)=[O:17])([CH3:22])([CH3:20])[CH3:21] |f:0.1,4.5,^1:60,66|. Reported procedure: A well stirred mixture of 0.015 mmol of bis(tri-t-butylphosphine)palladium, 0.01 mmol of cetyltrimethylammonium bromide, 2 mmol of powdered potassium hydroxide, 2 mmol of 3-(4-bromo-phenyl)-5-methyl-[1,2,4]oxadiazole and 2.1 mmol of N-BOC-piperazine in 1 ml of toluene was heated under Ar to 90° C. for 17 hours. The resulting reaction mixture was diluted with water, extracted with ethyl acetate and the product purified by column chromatography (SiO2; cyclohexane/ethyl acetate 7:3) to yield the ti... Reactants: C(C#C)(=O)OC (methyl propiolate), C1(=CC=CC=C1)S (benzenethiol). Reagents/catalysts: C(C)N(CC)CC (triethylamine). Solvent: CCOCC (ether), CCOCC (ether). Conditions: time 24 hour. Yields the product C1(=CC=CC=C1)SC=CC(=O)OC (methyl 3-phenylthio-2-propenoate). Reaction SMILES: [C:1]([O:5][CH3:6])(=[O:4])[C:2]#[CH:3].[C:7]1([SH:13])[CH:12]=[CH:11][CH:10]=[CH:9][CH:8]=1>C(N(CC)CC)C.CCOCC>[C:7]1([S:13][CH:3]=[CH:2][C:1]([O:5][CH3:6])=[O:4])[CH:12]=[CH:11][CH:10]=[CH:9][CH:8]=1. Reported procedure: A solution of 2.45 g (24.54 mmol) methyl propiolate and 20 ml ether is treated with 2.7 g (24.54 mmol) benzenethiol with 4 drops triethylamine in 25 ml ether over 15 min at 20°. After stirring for 24 hr, the reaction mixture is rotoevaporated to yield methyl 3-phenylthio-2-propenoate. The reactants are C1CCOC1 (THF), solution, [H-].[Al+3].[Li+].[H-].[H-].[H-] (lithium aluminum hydride), FC1=CC=C(CC2=C(C(=O)O)C=CC=C2)C=C1 (2-(4-fluorobenzyl)benzoic acid), C1CCOC1 (THF). Yields the product FC1=CC=C(C(=O)C2=C(C(=O)O)C=CC=C2)C=C1 (2-(4-fluorobenzoyl)benzoic acid). RXN SMILES: [H-].[Al+3].[Li+].[H-].[H-].[H-].[F:7][C:8]1[CH:23]=[CH:22][C:11]([CH2:12][C:13]2[CH:21]=[CH:20][CH:19]=[CH:18][C:14]=2[C:15]([OH:17])=[O:16])=[CH:10][CH:9]=1.C1C[O:27]CC1>>[F:7][C:8]1[CH:9]=[CH:10][C:11]([C:12]([C:13]2[CH:21]=[CH:20][CH:19]=[CH:18][C:14]=2[C:15]([OH:17])=[O:16])=[O:27])=[CH:22][CH:23]=1 |f:0.1.2.3.4.5|. Reported procedure: A 1 M solution of lithium aluminum hydride in THF (258 ml, 258 mmol) was added dropwise to a solution of the mixture of 2-(4-fluorobenzyl)benzoic acid and the starting material 2-(4-fluorobenzoyl)benzoic acid, which was isolated in step 1, in THF (200 ml). The reaction mixture was heated to reflux for 2 hours. It was cooled to 0° C. Carefully, methanol (100 ml) and water (50 ml) were added successively. A 10% aqueous solution of sodium hydrogensulphate (500 ml) and a 1 N solution of sodium chlor... The reactants are [OH-].[Na+] (sodium hydroxide), C(C)(=O)NC=1N=C(C2=C(N1)N=CC(=C2)C=CC2=CC=C(C=C2)C(=O)OC(C)=O)O (2-acetamido-4-hydroxy-6-[2-(4-acetoxycarbonylphenyl)ethenyl]pyrido[2,3-d]pyrimidine), C(C)(=O)O (acetic acid). Solvent: O (water). Yields the product C(C)(=O)NC=1N=C(C2=C(N1)N=CC(=C2)C=CC2=CC=C(C=C2)C(=O)O)O (2-Acetamido-4-hydroxy-6-[2-(4-carboxyphenyl)ethenyl]pyrido[2,3-d]pyrimidine). Yield: 76.6%. Reaction SMILES: [C:1]([NH:4][C:5]1[N:6]=[C:7]([OH:29])[C:8]2[CH:14]=[C:13]([CH:15]=[CH:16][C:17]3[CH:22]=[CH:21][C:20]([C:23]([O:25]C(=O)C)=[O:24])=[CH:19][CH:18]=3)[CH:12]=[N:11][C:9]=2[N:10]=1)(=[O:3])[CH3:2].[OH-].[Na+].C(O)(=O)C>O>[C:1]([NH:4][C:5]1[N:6]=[C:7]([OH:29])[C:8]2[CH:14]=[C:13]([CH:15]=[CH:16][C:17]3[CH:22]=[CH:21][C:20]([C:23]([OH:25])=[O:24])=[CH:19][CH:18]=3)[CH:12]=[N:11][C:9]=2[N:10]=1)(=[O:3])[CH3:2] |f:1.2|. Procedure details: To a suspension of 0.95 g of 2-acetamido-4-hydroxy-6-[2-(4-acetoxycarbonylphenyl)ethenyl]pyrido[2,3-d]pyrimidine in 50 mL of water was added 1N aqueous sodium hydroxide until a homogenous solution was obtained. Acidification with acetic acid resulted in the formation of a yellow precipitate which was collected by filtration. The filter cake was washed sequentially with water, methanol, acetone and ether. The residual solid was recrystallized from DMF to give 0.65 g (77%) of the title compound, w... The reactants are O (water), IC (iodomethane), C([O-])([O-])=O.[Na+].[Na+] (sodium carbonate), OC1=C(C=O)C=C(C=C1)[N+](=O)[O-] (2-Hydroxy-5-nitrobenzaldehyde). Run in CN(C=O)C (dimethylformamide). Reaction conditions: time 24 hour. The product is COC1=C(C=O)C=C(C=C1)[N+](=O)[O-] (2-Methoxy-5-nitrobenzaldehyde). Reaction SMILES: [OH:1][C:2]1[CH:9]=[CH:8][C:7]([N+:10]([O-:12])=[O:11])=[CH:6][C:3]=1[CH:4]=[O:5].IC.[C:15](=O)([O-])[O-].[Na+].[Na+].O>CN(C)C=O>[CH3:15][O:1][C:2]1[CH:9]=[CH:8][C:7]([N+:10]([O-:12])=[O:11])=[CH:6][C:3]=1[CH:4]=[O:5] |f:2.3.4|. Reported procedure: 2-Hydroxy-5-nitrobenzaldehyde (2.40 g, 14.0 mmol) was dissolved in dimethylformamide (50 mL). To this was added iodomethane (4.48 ml, 72.0 mmol) and sodium carbonate (3.04 g, 28.0 mmol). This mixture was stirred for 24 hours and was poured into water. The solid was collected by filtration to give 2.38 g (93.0%). Mp 88-89° C.;1H NMR (CDCl3): d, 10.46 (s,1H), 8.69 (d,1H), 8.45 (dd,1H), 7.15 (d,1H), 4.10 (s,3H). MS (DCl): 182 (MH+). C8H7NO4.